From a dataset of the Open Reaction Database (ORD), a public repository of structured organic reaction records. describe an organic reaction: reactants, conditions, products, and yield Reactants: CC#N, C(=NC1CCCCC1)=NC1CCCCC1, O=[N+]([O-])c1ccc(O)cc1, COc1cc(C)c(CCCCCCCCCC(=O)O)c(O)c1OC. Product: COc1cc(C)c(CCCCCCCCCC(=O)Oc2ccc([N+](=O)[O-])cc2)c(O)c1OC. Reaction SMILES: [CH3:50][C:51]#[N:52].[CH:35]1([N:36]=[C:37]=[N:38][CH:39]2[CH2:40][CH2:41][CH2:42][CH2:43][CH2:44]2)[CH2:45][CH2:46][CH2:47][CH2:48][CH2:49]1.[N+:25](=[O:26])([O-:27])[c:28]1[cH:29][cH:30][c:31]([OH:34])[cH:32][cH:33]1.[OH:1][c:2]1[c:3]([CH2:13][CH2:14][CH2:15][CH2:16][CH2:17][CH2:18][CH2:19][CH2:20][CH2:21][C:22](=[O:23])[OH:24])[c:4]([CH3:12])[cH:5][c:6]([O:10][CH3:11])[c:7]1[O:8][CH3:9]>>[OH:1][c:2]1[c:3]([CH2:13][CH2:14][CH2:15][CH2:16][CH2:17][CH2:18][CH2:19][CH2:20][CH2:21][C:22]([O:23][c:31]2[cH:30][cH:29][c:28]([N+:25](=[O:26])[O-:27])[cH:33][cH:32]2)=[O:24])[c:4]([CH3:12])[cH:5][c:6]([O:10][CH3:11])[c:7]1[O:8][CH3:9]. Reactants: OCCCCl, [F-], OCCCF, [I-], [K+], [Na+], OCCO, Cc1ccc(S(=O)(=O)Cl)cc1, c1ccncc1. Yields the product Cc1ccc(S(=O)(=O)OCCCF)cc1. RXN SMILES: [Cl:1][CH2:2][CH2:3][CH2:4][OH:5].[F-:6].[F:10][CH2:11][CH2:12][CH2:13][OH:14].[I-:8].[K+:7].[Na+:9].[OH:26][CH2:27][CH2:28][OH:29].[S:15](=[O:16])(=[O:17])([c:18]1[cH:19][cH:20][c:21]([CH3:22])[cH:23][cH:24]1)[Cl:25].[cH:30]1[cH:31][cH:32][n:33][cH:34][cH:35]1>>[F:10][CH2:11][CH2:12][CH2:13][O:14][S:15](=[O:16])(=[O:17])[c:18]1[cH:19][cH:20][c:21]([CH3:22])[cH:23][cH:24]1. Reactants: C(C(=O)C1=CC=CC=C1)Br (phenacyl bromide), [Cl-].[Na+] (sodium chloride), CC1=C(N=C2N(C1=O)CCCN2)C2=NC=NC=C2 (3-methyl-2-(pyrimidin-4-yl)-6,7,8,9-tetrahydro-4H-pyrimido[1,2-a]pyrimidin-4-one), [H-].[Na+] (sodium hydride). Solvent: CN(C=O)C (dimethylformamide), CN(C=O)C (dimethylformamide). Run at temperature 40 celsius, time 3 hour. The product is CC1=C(N=C2N(C1=O)CCCN2CC(C2=CC=CC=C2)=O)C2=NC=NC=C2 (3-Methyl-9-(2-oxo-2-phenyl-ethyl)-2-(pyrimidin-4-yl)-6,7,8,9-tetrahydro-pyrimido[1,2-a]pyrimidin-4-one). Yield: 34.2%. RXN SMILES: [CH3:1][C:2]1[C:7](=[O:8])[N:6]2[CH2:9][CH2:10][CH2:11][NH:12][C:5]2=[N:4][C:3]=1[C:13]1[CH:18]=[CH:17][N:16]=[CH:15][N:14]=1.[H-].[Na+].[CH2:21](Br)[C:22]([C:24]1[CH:29]=[CH:28][CH:27]=[CH:26][CH:25]=1)=[O:23].[Cl-].[Na+]>CN(C)C=O>[CH3:1][C:2]1[C:7](=[O:8])[N:6]2[CH2:9][CH2:10][CH2:11][N:12]([CH2:21][C:22](=[O:23])[C:24]3[CH:29]=[CH:28][CH:27]=[CH:26][CH:25]=3)[C:5]2=[N:4][C:3]=1[C:13]1[CH:18]=[CH:17][N:16]=[CH:15][N:14]=1 |f:1.2,4.5|. Procedure details: A solution containing 0.608 g (2.5 mmol) of 3-methyl-2-(pyrimidin-4-yl)-6,7,8,9-tetrahydro-4H-pyrimido[1,2-a]pyrimidin-4-one in anhydrous dimethylformamide was treated with 0.11 g (2.5 mmol) of sodium hydride (60% suspension in mineral oil) and the mixture warmed to 40° C. during 1 h. 0.497 g (2.5 mmol) of phenacyl bromide dissolved in 5 ml of dimethylformamide was added dropwise and the resulting solution stirred at room temperature for 3 h. The reaction mixture was treated with a saturated aqu... Reactants: C(C)(=O)N1C2=C(N(C3=C(C1=O)C=CC=N3)CC)N=C(C=C2C)Cl (5-acetyl-2-chloro-5,11-dihydro-11-ethyl-4-methyl-6H-dipyrido[3,2-b:2',3'-e][1,4]diazepin-6-one), F[B-](F)(F)F.O=[N+]=O (nitronium tetrafluoroborate). The solvent is C(C)#N (acetonitrile). Conditions: time 5 hour. The product is C(C)(=O)N1C2=C(N(C3=C(C1=O)C=CC=N3)CC)N=C(C(=C2C)[N+](=O)[O-])Cl (5-Acetyl-2-chloro-5,11-dihydro-11-ethyl-4-methyl-3-nitro-6H-dipyrido[3,2-b:2',3'-e][1,4]diazepin-6-one). Isolated yield 18.6%. Reaction SMILES: [C:1]([N:4]1[C:10](=[O:11])[C:9]2[CH:12]=[CH:13][CH:14]=[N:15][C:8]=2[N:7]([CH2:16][CH3:17])[C:6]2[N:18]=[C:19]([Cl:23])[CH:20]=[C:21]([CH3:22])[C:5]1=2)(=[O:3])[CH3:2].F[B-](F)(F)F.[O:29]=[N+:30]=[O:31]>C(#N)C>[C:1]([N:4]1[C:10](=[O:11])[C:9]2[CH:12]=[CH:13][CH:14]=[N:15][C:8]=2[N:7]([CH2:16][CH3:17])[C:6]2[N:18]=[C:19]([Cl:23])[C:20]([N+:30]([O-:31])=[O:29])=[C:21]([CH3:22])[C:5]1=2)(=[O:3])[CH3:2] |f:1.2|. Procedure details: To a solution of 5-acetyl-2-chloro-5,11-dihydro-11-ethyl-4-methyl-6H-dipyrido[3,2-b:2',3'-e][1,4]diazepin-6-one (3.36 g) in acetonitrile (20 mL) cooled on ice was added nitronium tetrafluoroborate (85%, 2.26 g). The mixture was removed from the ice bath and was stirred for 5 hours. The reaction then was quenched with 10% potassium carbonate. Ethyl acetate was added and the organic phase was separated, washed, dried, and evaporated. Chromatography over silica gel gave 0.71 g of the title compound... The reactants are ClC1=CN=CC(=N1)N1CC(NCC1)=O (6-chloro-2-(3-oxo-1-piperazinyl)-pyrazine), [H-].[Na+] (sodium hydride), CI (methyl iodide). Product: ClC1=CN=CC(=N1)N1CC(N(CC1)C)=O (6-chloro-2-(4-methyl-3-oxo-1-piperazinyl)-pyrazine). RXN SMILES: [Cl:1][C:2]1[N:7]=[C:6]([N:8]2[CH2:13][CH2:12][NH:11][C:10](=[O:14])[CH2:9]2)[CH:5]=[N:4][CH:3]=1.[H-].[Na+].[CH3:17]I>CN(C)C=O.C1(C)C=CC=CC=1.O>[Cl:1][C:2]1[N:7]=[C:6]([N:8]2[CH2:13][CH2:12][N:11]([CH3:17])[C:10](=[O:14])[CH2:9]2)[CH:5]=[N:4][CH:3]=1 |f:1.2|. Solvent: CN(C=O)C (N,N-dimethylformamide), C1(=CC=CC=C1)C (toluene), O (water). Run at time 1 hour. Procedure: The product of Example 1 (2.13 g, 0.01 mole) and sodium hydride-oil suspension (50%, 0.50 g, 0.01 mole) are combined in 10 ml N,N-dimethylformamide and the stirred mixture treated with 0.65 ml (0.01 mole) of methyl iodide in 5 ml toluene. The mixture is stirred 1 hour at room temperature, diluted with water and extracted with toluene. The toluene extracts are washed with water, dried over sodium sulfate, filtered and concentrated in vacuo to give the crude product which is chromatographed on neu... The yield is 80.4%. RXN SMILES: [CH:1]1([C:11]([OH:13])=O)[C:10]2[C:5](=[CH:6][CH:7]=[CH:8][CH:9]=2)[CH2:4][CH2:3][CH2:2]1.[CH2:14]([N:21]1[CH:25]=[C:24]([CH2:26][NH:27][C:28]2[CH:33]=[CH:32][C:31]([CH:34]([CH3:36])[CH3:35])=[CH:30][CH:29]=2)[CH:23]=[N:22]1)[C:15]1[CH:20]=[CH:19][CH:18]=[CH:17][CH:16]=1>>[CH2:14]([N:21]1[CH:25]=[C:24]([CH2:26][N:27]([C:28]2[CH:29]=[CH:30][C:31]([CH:34]([CH3:36])[CH3:35])=[CH:32][CH:33]=2)[C:11]([CH:1]2[C:10]3[C:5](=[CH:6][CH:7]=[CH:8][CH:9]=3)[CH2:4][CH2:3][CH2:2]2)=[O:13])[CH:23]=[N:22]1)[C:15]1[CH:16]=[CH:17][CH:18]=[CH:19][CH:20]=1. Product: C(C1=CC=CC=C1)N1N=CC(=C1)CN(C(=O)C1CCCC2=CC=CC=C12)C1=CC=C(C=C1)C(C)C (N-[(1-benzylpyrazol-4-yl)methyl]-N-(4-isopropylphenyl)-1,2,3,4-tetrahydronaphthalene-1-carboxamide). Procedure details: By the reaction and treatment in the same manner as in Example 12 using 1,2,3,4-tetrahydronaphthalene-1-carboxylic acid (0.26 g) and [(1-benzylpyrazol-4-yl)methyl](4-isopropylphenyl)amine (0.46 g) as starting materials, N-[(1-benzylpyrazol-4-yl)methyl]-N-(4-isopropylphenyl)-1,2,3,4-tetrahydronaphthalene-1-carboxamide (0.55 g) was obtained. Reactants: C1(CCCC2=CC=CC=C12)C(=O)O (1,2,3,4-tetrahydronaphthalene-1-carboxylic acid), C(C1=CC=CC=C1)N1N=CC(=C1)CNC1=CC=C(C=C1)C(C)C ([(1-benzylpyrazol-4-yl)methyl](4-isopropylphenyl)amine).